Dataset: the Open Reaction Database (ORD), a public repository of structured organic reaction records. Task: describe an organic reaction: reactants, conditions, products, and yield The reactants are O=C1CCC(=O)N1Br, Cc1c(Br)cc([N+](=O)[O-])cc1Br, O=C(OOC(=O)c1ccccc1)c1ccccc1, ClC(Cl)(Cl)Cl, CC(C)(C#N)N=NC(C)(C)C#N. Product: O=[N+]([O-])c1cc(Br)c(CBr)c(Br)c1. As a reaction SMILES: [Br:13][N:14]1[C:15](=[O:16])[CH2:17][CH2:18][C:19]1=[O:20].[Br:1][c:2]1[c:3]([CH3:12])[c:4]([Br:11])[cH:5][c:6]([N+:8](=[O:9])[O-:10])[cH:7]1.[C:21]([O:22][O:23][C:24](=[O:25])[c:26]1[cH:27][cH:28][cH:29][cH:30][cH:31]1)(=[O:32])[c:33]1[cH:34][cH:35][cH:36][cH:37][cH:38]1.[Cl:51][C:52]([Cl:53])([Cl:54])[Cl:55].[N:39]([C:40]([CH3:41])([CH3:42])[C:43]#[N:44])=[N:45][C:46]([CH3:47])([CH3:48])[C:49]#[N:50]>>[Br:1][c:2]1[c:3]([CH2:12][Br:13])[c:4]([Br:11])[cH:5][c:6]([N+:8](=[O:9])[O-:10])[cH:7]1. The yield is 97.7%. Reported procedure: A mixture of 50 g of 2-(4-bromomethylphenyl)-3-cyanothiophene, prepared above, 40 g of ethyl 3-oxohexanoate, prepared in Example 1, 300 ml of THF, 62 ml of diisopropylethylamine and 15.6 g of LiBr is refluxed for 15 h. It is concentrated under vacuum, a dilute solution of hydrochloric acid is added and the mixture is extracted with ethyl acetate. The organic phases are combined, washed with water, dried and evaporated to give 62.4 g of ethyl 2-[4-(3-cyano-2-thienyl)benzyl]-3-oxohexanoate in the ... The solvent is C1CCOC1 (THF). As a reaction SMILES: Br[CH2:2][C:3]1[CH:8]=[CH:7][C:6]([C:9]2[S:10][CH:11]=[CH:12][C:13]=2[C:14]#[N:15])=[CH:5][CH:4]=1.[O:16]=[C:17]([CH2:24][CH2:25][CH3:26])[CH2:18][C:19]([O:21][CH2:22][CH3:23])=[O:20].C(N(C(C)C)CC)(C)C.[Li+].[Br-]>C1COCC1>[C:14]([C:13]1[CH:12]=[CH:11][S:10][C:9]=1[C:6]1[CH:7]=[CH:8][C:3]([CH2:2][CH:18]([C:17](=[O:16])[CH2:24][CH2:25][CH3:26])[C:19]([O:21][CH2:22][CH3:23])=[O:20])=[CH:4][CH:5]=1)#[N:15] |f:3.4|. Product: C(#N)C1=C(SC=C1)C1=CC=C(CC(C(=O)OCC)C(CCC)=O)C=C1 (ethyl 2-[4-(3-cyano-2-thienyl)benzyl]-3-oxohexanoate). The reactants are BrCC1=CC=C(C=C1)C=1SC=CC1C#N (2-(4-bromomethylphenyl)-3-cyanothiophene), O=C(CC(=O)OCC)CCC (ethyl 3-oxohexanoate), C(C)(C)N(CC)C(C)C (diisopropylethylamine), [Li+].[Br-] (LiBr). Starting materials: C(C1=CC=CC=C1)(C1=CC=CC=C1)N (Benzhydrylamine), Amino acid, N[C@@H](CC(=O)O)C(=O)O (aspartic acid), C(=O)(OC(C)(C)C)N[C@@](CC(=O)O)(C(=O)O)CC1=CC=CC=C1 (Boc-α-benzyl-L-aspartic acid), C1CCC(CC1)N=C=NC2CCCCC2 (DCC). Run in C(Cl)Cl (CH2Cl2), CCN(CC)CC (Et3N), C(Cl)Cl (CH2Cl2). Conditions: time 15 minute. Yields the product C(=O)(OC(C)(C)C)N[C@@](CC(O)=O)(C(=O)NC(C1=CC=CC=C1)C1=CC=CC=C1)CC1=CC=CC=C1 (Boc-α-benzyl-L-aspartyl benzhydrylamine). RXN SMILES: [CH:1]([NH2:14])([C:8]1[CH:13]=[CH:12][CH:11]=[CH:10][CH:9]=1)[C:2]1[CH:7]=[CH:6][CH:5]=[CH:4][CH:3]=1.[C:15]([NH:22][C@:23]([CH2:31][C:32]1[CH:37]=[CH:36][CH:35]=[CH:34][CH:33]=1)([C:28](O)=[O:29])[CH2:24][C:25]([OH:27])=[O:26])([O:17][C:18]([CH3:21])([CH3:20])[CH3:19])=[O:16].C1CCC(N=C=NC2CCCCC2)CC1.N[C@H](C(O)=O)CC(O)=O>C(Cl)Cl.CCN(CC)CC>[C:15]([NH:22][C@:23]([CH2:31][C:32]1[CH:37]=[CH:36][CH:35]=[CH:34][CH:33]=1)([C:28]([NH:14][CH:1]([C:8]1[CH:9]=[CH:10][CH:11]=[CH:12][CH:13]=1)[C:2]1[CH:7]=[CH:6][CH:5]=[CH:4][CH:3]=1)=[O:29])[CH2:24][C:25](=[O:26])[OH:27])([O:17][C:18]([CH3:21])([CH3:20])[CH3:19])=[O:16]. Procedure: Benzhydrylamine resin (10 g., 0.4 mmol/g.) was stirred with 250 ml. of 25% Et3N in CH2Cl2 for 10 minutes and then washed a few times with fresh CH2Cl2. It was then suspended in 240 ml. of CH2Cl2 and stirred with Boc-α-benzyl-L-aspartic acid (3.24 g., 10 mmol) and DCC (2.06 g., 10 mmol) for 17 hours. The amino acylated resin was collected, washed thoroughly with CH2Cl2, DMF and MeOH. It was dried and benzoylated with 1.5 ml. of pyridine and 1.65 ml. of benzoyl chloride in 110 ml. of CH2Cl2 for 15...